Dataset: the Open Reaction Database (ORD), a public repository of structured organic reaction records. Task: describe an organic reaction: reactants, conditions, products, and yield The reactants are CC(C)(C)OC(=O)CBr, CC1CCCN1CCCOc1ccc(-n2cc(C(=O)NCCO[Si](C)(C)C(C)(C)C)cn2)cc1, CN(C)C=O, [H-], [Na+], O. The product is CC1CCCN1CCCOc1ccc(-n2cc(C(=O)N(CCO[Si](C)(C)C(C)(C)C)CC(=O)OC(C)(C)C)cn2)cc1. As a reaction SMILES: [Br:37][CH2:38][C:39](=[O:40])[O:41][C:42]([CH3:43])([CH3:44])[CH3:45].[C:1]([CH3:2])([CH3:3])([CH3:4])[Si:5]([O:6][CH2:7][CH2:8][NH:9][C:10](=[O:11])[c:12]1[cH:13][n:14][n:15](-[c:17]2[cH:18][cH:19][c:20]([O:23][CH2:24][CH2:25][CH2:26][N:27]3[CH:28]([CH3:32])[CH2:29][CH2:30][CH2:31]3)[cH:21][cH:22]2)[cH:16]1)([CH3:33])[CH3:34].[CH3:46][N:47]([CH3:48])[CH:49]=[O:50].[H-:35].[Na+:36].[OH2:51]>>[C:1]([CH3:2])([CH3:3])([CH3:4])[Si:5]([O:6][CH2:7][CH2:8][N:9]([C:10](=[O:11])[c:12]1[cH:13][n:14][n:15](-[c:17]2[cH:18][cH:19][c:20]([O:23][CH2:24][CH2:25][CH2:26][N:27]3[CH:28]([CH3:32])[CH2:29][CH2:30][CH2:31]3)[cH:21][cH:22]2)[cH:16]1)[CH2:38][C:39](=[O:40])[O:41][C:42]([CH3:43])([CH3:44])[CH3:45])([CH3:33])[CH3:34]. Conditions: time 1 hour. Procedure: To a degassed solution of 4-(6-bromo-4-chloroquinolin-2-yl)-2,3,4,5-tetrahydro-1,4-benzothiazepine 1,1-dioxide (880 mg, 2 mmol, prepared in analogy to 4-(4-chloro-6-(trifluoromethoxy)quinolin-2-yl)-2,3,4,5-tetrahydro-1,4-benzothiazepine 1,1-dioxide in Example 17-1) in N,N-dimethylformamide (50 mL), tributyl(ethynyl)tin (760 mg, 2.4 mmol) and tetrakis(triphenylphosphine)palladium(0) (232 mg, 0.2 mmol) was added under argon. After being refluxed for 2 hours, the reaction mixture was concentrated i... Solvent: CN(C=O)C (N,N-dimethylformamide). Starting materials: ClC1=CC(=NC2=CC=C(C=C12)OC(F)(F)F)N1CCS(C2=C(C1)C=CC=C2)(=O)=O (4-(4-Chloro-6-(trifluoromethoxy)quinolin-2-yl)-2,3,4,5-tetrahydro-1,4-benzothiazepine 1,1-dioxide), C(CCC)[Sn](C#C)(CCCC)CCCC (tributyl(ethynyl)tin). Product: ClC1=CC(=NC2=CC=C(C=C12)C#C)N1CCS(C2=C(C1)C=CC=C2)(=O)=O (4-(4-chloro-6-ethynylquinolin-2-yl)-2,3,4,5-tetrahydro-1,4-benzothiazepine 1,1-dioxide). As a reaction SMILES: [Cl:1][C:2]1[C:11]2[C:6](=[CH:7][CH:8]=[C:9](OC(F)(F)F)[CH:10]=2)[N:5]=[C:4]([N:17]2[CH2:23][C:22]3[CH:24]=[CH:25][CH:26]=[CH:27][C:21]=3[S:20](=[O:29])(=[O:28])[CH2:19][CH2:18]2)[CH:3]=1.[CH2:30]([Sn](CCCC)(CCCC)C#C)[CH2:31]CC>CN(C)C=O.C1C=CC([P]([Pd]([P](C2C=CC=CC=2)(C2C=CC=CC=2)C2C=CC=CC=2)([P](C2C=CC=CC=2)(C2C=CC=CC=2)C2C=CC=CC=2)[P](C2C=CC=CC=2)(C2C=CC=CC=2)C2C=CC=CC=2)(C2C=CC=CC=2)C2C=CC=CC=2)=CC=1>[Cl:1][C:2]1[C:11]2[C:6](=[CH:7][CH:8]=[C:9]([C:30]#[CH:31])[CH:10]=2)[N:5]=[C:4]([N:17]2[CH2:23][C:22]3[CH:24]=[CH:25][CH:26]=[CH:27][C:21]=3[S:20](=[O:29])(=[O:28])[CH2:19][CH2:18]2)[CH:3]=1 |^1:53,55,74,93|. The reagents and catalysts are C=1C=CC(=CC1)[P](C=2C=CC=CC2)(C=3C=CC=CC3)[Pd]([P](C=4C=CC=CC4)(C=5C=CC=CC5)C=6C=CC=CC6)([P](C=7C=CC=CC7)(C=8C=CC=CC8)C=9C=CC=CC9)[P](C=1C=CC=CC1)(C=1C=CC=CC1)C=1C=CC=CC1 (tetrakis(triphenylphosphine)palladium(0)). Yield: 58.8%.